From a dataset of the Open Reaction Database (ORD), a public repository of structured organic reaction records. describe an organic reaction: reactants, conditions, products, and yield The reactants are OC=1C=C(C=O)C=C(C1)O (3,5-dihydroxybenzaldehyde), BrCCCBr (1,3-dibromopropane), C([O-])([O-])=O.[Cs+].[Cs+] (cesium carbonate). The solvent is C(C)#N (acetonitrile). Conditions: temperature 60 celsius. Yields the product O1CCCOC2=C1C=CC(=C2)C=O (3,4-dihydro-2H-1,5-benzodioxepine-7-carbaldehyde). RXN SMILES: O[C:2]1[CH:3]=[C:4]([CH:7]=[C:8]([OH:10])[CH:9]=1)[CH:5]=[O:6].Br[CH2:12][CH2:13][CH2:14]Br.C(=O)([O-])[O-:17].[Cs+].[Cs+]>C(#N)C>[O:17]1[C:9]2[CH:2]=[CH:3][C:4]([CH:5]=[O:6])=[CH:7][C:8]=2[O:10][CH2:14][CH2:13][CH2:12]1 |f:2.3.4|. Procedure details: A mixture of 35 g of 3,5-dihydroxybenzaldehyde, 50 g (0.97 equiv) of 1,3-dibromopropane and 127 g (1.5 equiv) of cesium carbonate in 1 L of anhydrous acetonitrile was heated under nitrogen to 60° C. overnight. The mixture was allowed to cool, then filtered and concentrated under reduced pressure. The residue was partitioned between 500 mL of ethyl acetate and 100 mL of saturated sodium carbonate then dried over magnesium sulfate and concentrated under reduced pressure. Purification by flash chro...